From a dataset of the Open Reaction Database (ORD), a public repository of structured organic reaction records. describe an organic reaction: reactants, conditions, products, and yield Starting materials: CSC1C(=O)Nc2cc(C)cc(-c3ccccc3)c21, C1CCOC1. The product is Cc1cc2c(c(-c3ccccc3)c1)CC(=O)N2. RXN SMILES: [CH3:1][S:2][CH:3]1[C:4](=[O:19])[NH:5][c:6]2[cH:7][c:8]([CH3:18])[cH:9][c:10](-[c:12]3[cH:13][cH:14][cH:15][cH:16][cH:17]3)[c:11]21.[O:20]1[CH2:21][CH2:22][CH2:23][CH2:24]1>>[CH2:3]1[C:4](=[O:19])[NH:5][c:6]2[cH:7][c:8]([CH3:18])[cH:9][c:10](-[c:12]3[cH:13][cH:14][cH:15][cH:16][cH:17]3)[c:11]21.